From a dataset of the Open Reaction Database (ORD), a public repository of structured organic reaction records. describe an organic reaction: reactants, conditions, products, and yield Procedure: To a mixture of 5-(2-thienyl)cyclohexane-1,3-dione (1.5 g), 1-amino-2-butyne hydrochloride (0.82 g), molecular sieves 4A (3 g) and tetrahydrofuran (30 ml) was added triethylamine (0.78 g). The mixture was stirred at room temperature for 1 hour, refluxed for refluxed for 12 hours and cooled, and insoluble materials were filtered off. Under reduced pressure, the solvent was evaporated, and to the residue was added diphenylether (80 ml), and the mixture was stirred at 250° C. for 6 hours. Under red... Starting materials: S1C(=CC=C1)C1CC(CC(C1)=O)=O (5-(2-thienyl)cyclohexane-1,3-dione), Cl.NCC#CC (1-amino-2-butyne hydrochloride), 4A, O1CCCC1 (tetrahydrofuran). Conditions: time 1 hour. RXN SMILES: [S:1]1[CH:5]=[CH:4][CH:3]=[C:2]1[CH:6]1[CH2:11][C:10](=O)[CH2:9][C:8](=[O:13])[CH2:7]1.Cl.[NH2:15][CH2:16][C:17]#[C:18][CH3:19].O1CCCC1>C(N(CC)CC)C>[CH3:19][C:18]1[C:9]2[C:8](=[O:13])[CH2:7][CH:6]([C:2]3[S:1][CH:5]=[CH:4][CH:3]=3)[CH2:11][C:10]=2[N:15]=[CH:16][CH:17]=1 |f:1.2|. Product: CC1=CC=NC=2CC(CC(C12)=O)C=1SC=CC1 (4-methyl-7-(2-thienyl)-5,6,7,8-tetrahydroquinolin-5-one). Run in C(C)N(CC)CC (triethylamine). Isolated yield 35.7%. Starting materials: CC(=O)O[BH-](OC(C)=O)OC(C)=O, CS(=O)(=O)c1ccc(CN2CCCNCC2)cc1, ClCCl, [Na+], [Na+], O=C([O-])O, O=CC(c1ccccc1)c1ccccc1. Product: CS(=O)(=O)c1ccc(CN2CCCN(CC(c3ccccc3)c3ccccc3)CC2)cc1. Reaction SMILES: [C:34]([O:35][BH-:36]([O:37][C:38](=[O:39])[CH3:40])[O:41][C:42](=[O:43])[CH3:44])(=[O:45])[CH3:46].[CH3:1][S:2](=[O:3])(=[O:4])[c:5]1[cH:6][cH:7][c:8]([CH2:9][N:10]2[CH2:11][CH2:12][NH:13][CH2:14][CH2:15][CH2:16]2)[cH:17][cH:18]1.[Cl:53][CH2:54][Cl:55].[Na+:47].[Na+:48].[OH:49][C:50](=[O:51])[O-:52].[c:19]1([CH:25]([CH:26]=[O:27])[c:28]2[cH:29][cH:30][cH:31][cH:32][cH:33]2)[cH:20][cH:21][cH:22][cH:23][cH:24]1>>[CH3:1][S:2](=[O:3])(=[O:4])[c:5]1[cH:6][cH:7][c:8]([CH2:9][N:10]2[CH2:11][CH2:12][N:13]([CH2:26][CH:25]([c:19]3[cH:20][cH:21][cH:22][cH:23][cH:24]3)[c:28]3[cH:29][cH:30][cH:31][cH:32][cH:33]3)[CH2:14][CH2:15][CH2:16]2)[cH:17][cH:18]1. Procedure: A mixture of resorcinol (20 g), ethyl benzoylacetate (23.8 mL) and O-phosphoric acid (130 mL) was heated at 85° C. (care!) for 1 hr. The solution was cooled, poured onto H2O, extracted 3×EtOAc/THF, washed twice with H2O, and then twice with brine. The organic phase was dried and evaporated. Trituration with Et2O followed by filtration afforded the title compound as a solid. As a reaction SMILES: [C:1]1([CH:8]=[CH:7][CH:6]=[C:4]([OH:5])[CH:3]=1)[OH:2].[C:9]([CH2:17][C:18](OCC)=[O:19])(=O)[C:10]1[CH:15]=[CH:14][CH:13]=[CH:12][CH:11]=1>OP(O)(O)=O>[OH:2][C:1]1[CH:3]=[C:4]2[C:6]([C:9]([C:10]3[CH:15]=[CH:14][CH:13]=[CH:12][CH:11]=3)=[CH:17][C:18](=[O:19])[O:5]2)=[CH:7][CH:8]=1. Starting materials: C1(O)=CC(O)=CC=C1 (resorcinol), C(C1=CC=CC=C1)(=O)CC(=O)OCC (ethyl benzoylacetate). The product is OC1=CC=C2C(=CC(OC2=C1)=O)C1=CC=CC=C1 (7-Hydroxy-4-phenylcoumarin). Run in OP(=O)(O)O (O-phosphoric acid). Run at temperature 85 celsius. Reactants: N1(CCOCC1)CCCCNC=1N=[N+](C2=C(N1)C=C1CCCC1=C2)[O-] (N-[4-(4-Morpholinyl)butyl]-7,8-dihydro-6H-indeno[5,6-e][1,2,4]triazin-3-amine 1-Oxide), C(=O)(C(F)(F)F)O (TFA), N (NH3), OO (H2O2), C(=O)(C(F)(F)F)OC(=O)C(F)(F)F (TFAA). The solvent is C(Cl)Cl (DCM), C(Cl)Cl (DCM). Reaction conditions: temperature 0 celsius, time 5 minute. Product: [N+](=O)([O-])C1=C(C=C2CCCC2=C1)NC(C)=O (N-(6-nitro-2,3-dihydro-1H-inden-5-yl)acetamide). RXN SMILES: OO.C(O[C:10]([C:12](F)(F)F)=[O:11])(C(F)(F)F)=O.N1(CCCCNC2N=[N+:29]([O-:40])[C:30]3[CH:39]=[C:38]4[C:34]([CH2:35][CH2:36][CH2:37]4)=[CH:33][C:31]=3[N:32]=2)CCOCC1.C(O)(C(F)(F)F)=[O:42].N>C(Cl)Cl>[N+:29]([C:30]1[CH:39]=[C:38]2[C:34]([CH2:35][CH2:36][CH2:37]2)=[CH:33][C:31]=1[NH:32][C:10](=[O:11])[CH3:12])([O-:40])=[O:42]. Procedure: H2O2 (70%, 3.6 mL, ca. 72 mmol) was added dropwise to a stirred solution of TFAA (10.2 mL, 72 mmol) in DCM (25 mL) at 0° C. The solution was stirred at 0° C. for 5 min, warmed to 20° C. for 10 min, then cooled to 0° C. and added to a stirred solution of 1-oxide 62 (2.48 g, 7.2 mmol) and TFA (2.8 mL, 36 mmol) in DCM (25 mL) at 0° C. The solution was stirred at 20° C. for 16 h, cooled to 0° C. and made basic with dilute aqueous NH3 solution and stirred vigorously for 30 min. The mixture was extrac... Starting materials: CO, [Na+], [OH-], O, CCOC(=O)C1CCCc2sc(NC(=O)c3ccco3)nc21. Yields the product O=C(Nc1nc2c(s1)CCCC2C(=O)O)c1ccco1. As a reaction SMILES: [CH3:26][OH:27].[Na+:25].[OH-:24].[OH2:1].[o:2]1[c:3]([C:7](=[O:8])[NH:9][c:10]2[s:11][c:12]3[c:13]([n:14]2)[CH:15]([C:19](=[O:20])[O:21][CH2:22][CH3:23])[CH2:16][CH2:17][CH2:18]3)[cH:4][cH:5][cH:6]1>>[o:2]1[c:3]([C:7](=[O:8])[NH:9][c:10]2[s:11][c:12]3[c:13]([n:14]2)[CH:15]([C:19](=[O:20])[OH:21])[CH2:16][CH2:17][CH2:18]3)[cH:4][cH:5][cH:6]1. Starting materials: S1C2=C(C=C1)C=CC=C2 (benzo[b]thiophene), C(C)(C)(C)OC(=O)N1C(CCCC1)C(N(C)OC)=O ((RS)-1-(tert-butyloxycarbonyl)-2-(N-methoxy-N-methylcarbamoyl)-piperidine), D1. Yields the product C(C)(C)(C)OC(=O)N1C(CCCC1)C(=O)C1=CC2=C(S1)C=CC=C2 ((RS)-2-(1-Benzo[b]thiophen-2-yl-methanoyl)-piperidine-1-carboxylic acid tert-butyl ester). Reaction SMILES: [S:1]1[CH:5]=[CH:4][C:3]2[CH:6]=[CH:7][CH:8]=[CH:9][C:2]1=2.[C:10]([O:14][C:15]([N:17]1[CH2:22][CH2:21][CH2:20][CH2:19][CH:18]1[C:23](=[O:28])N(OC)C)=[O:16])([CH3:13])([CH3:12])[CH3:11]>>[C:10]([O:14][C:15]([N:17]1[CH2:22][CH2:21][CH2:20][CH2:19][CH:18]1[C:23]([C:5]1[S:1][C:2]2[CH:9]=[CH:8][CH:7]=[CH:6][C:3]=2[CH:4]=1)=[O:28])=[O:16])([CH3:13])([CH3:12])[CH3:11]. Procedure details: The title compound (1.60 g) was prepared from benzo[b]thiophene (0.80 g) and (RS)-1-(tert-butyloxycarbonyl)-2-(N-methoxy-N-methylcarbamoyl)-piperidine, D1 (1.62 g) according to a procedure similar to that for Description 2. The reactants are ClC1=C(C=CC=C1)C1=CC(=C(C=C1)CO)C ((2′-chloro-3-methylbiphenyl-4-yl)methanol), C(C)(C)N(CC)C(C)C (diisopropyl ethylamine), CS(=O)(=O)Cl (methanesulfonyl chloride). Run in O (water), C(Cl)Cl (CH2Cl2). Reaction conditions: time 2 hour. Yields the product CS(=O)(=O)OCC1=C(C=C(C=C1)C1=C(C=CC=C1)Cl)C ((2′-chloro-3-methylbiphenyl-4-yl)methyl methanesulfonate). RXN SMILES: [Cl:1][C:2]1[CH:7]=[CH:6][CH:5]=[CH:4][C:3]=1[C:8]1[CH:13]=[CH:12][C:11]([CH2:14][OH:15])=[C:10]([CH3:16])[CH:9]=1.C(N(C(C)C)CC)(C)C.[CH3:26][S:27](Cl)(=[O:29])=[O:28]>C(Cl)Cl.O>[CH3:26][S:27]([O:15][CH2:14][C:11]1[CH:12]=[CH:13][C:8]([C:3]2[CH:4]=[CH:5][CH:6]=[CH:7][C:2]=2[Cl:1])=[CH:9][C:10]=1[CH3:16])(=[O:29])=[O:28]. Procedure: To a solution of (2′-chloro-3-methylbiphenyl-4-yl)methanol from step 1 in CH2Cl2 (0.13M) at 0° C. was added diisopropyl ethylamine (1.5 eq.) then methanesulfonyl chloride (1.1 eq.). The reaction mixture was stirred at room temperature for 2 h, poured in water and extracted with EtOAc. The organic extract was washed with water, brine, dried over MgSO4 filtered and concentrated to afford the title compound which was used as such in the next step. The reactants are C1(CC1)C1=C(C(=NO1)C1=C(C=CC=C1)OC(F)(F)F)COC1CC2CCC(C1)N2C=2SC1=C(N2)C=CC(=C1)C(=O)NCC(=O)OC (Methyl 2-(2-(3-((5-cyclopropyl-3-(2-(trifluoromethoxy)phenyl)isoxazol-4-yl)methoxy)-8-azabicyclo[3.2.1]octan-8-yl)benzo[d]thiazole-6-carboxamido)acetate), [Li+].[OH-] (LiOH). Solvent: O1CCOCC1 (dioxane), C(CC(O)(C(=O)O)CC(=O)O)(=O)O (citric acid), O (water). Conditions: time 2 hour. Yields the product C1(CC1)C1=C(C(=NO1)C1=C(C=CC=C1)OC(F)(F)F)COC1CC2CCC(C1)N2C=2SC1=C(N2)C=CC(=C1)C(=O)NCC(=O)O (2-(2-(3-((5-cyclopropyl-3-(2-(trifluoromethoxy)phenyl)isoxazol-4-yl)methoxy)-8-azabicyclo[3.2.1]octan-8-yl)benzo[d]thiazole-6-carboxamido)acetic acid). Reaction SMILES: [CH:1]1([C:4]2[O:8][N:7]=[C:6]([C:9]3[CH:14]=[CH:13][CH:12]=[CH:11][C:10]=3[O:15][C:16]([F:19])([F:18])[F:17])[C:5]=2[CH2:20][O:21][CH:22]2[CH2:28][CH:27]3[N:29]([C:30]4[S:31][C:32]5[CH:38]=[C:37]([C:39]([NH:41][CH2:42][C:43]([O:45]C)=[O:44])=[O:40])[CH:36]=[CH:35][C:33]=5[N:34]=4)[CH:24]([CH2:25][CH2:26]3)[CH2:23]2)[CH2:3][CH2:2]1.[Li+].[OH-]>O.O1CCOCC1.C(O)(=O)CC(CC(O)=O)(C(O)=O)O>[CH:1]1([C:4]2[O:8][N:7]=[C:6]([C:9]3[CH:14]=[CH:13][CH:12]=[CH:11][C:10]=3[O:15][C:16]([F:17])([F:18])[F:19])[C:5]=2[CH2:20][O:21][CH:22]2[CH2:28][CH:27]3[N:29]([C:30]4[S:31][C:32]5[CH:38]=[C:37]([C:39]([NH:41][CH2:42][C:43]([OH:45])=[O:44])=[O:40])[CH:36]=[CH:35][C:33]=5[N:34]=4)[CH:24]([CH2:25][CH2:26]3)[CH2:23]2)[CH2:3][CH2:2]1 |f:1.2|. Procedure details: Methyl 2-(2-(3-((5-cyclopropyl-3-(2-(trifluoromethoxy)phenyl)isoxazol-4-yl)methoxy)-8-azabicyclo[3.2.1]octan-8-yl)benzo[d]thiazole-6-carboxamido)acetate was subjected to a solution of 4N LiOH in water (2 mL) and dioxane (2 ml) and stirred for 2 hours. The solvent was reduced in vacuo and the mixture diluted with 5% citric acid (10 ml) and extracted with ethyl acetate (2×8 mL). The organics were combined and dried (MgSO4) then evaporated in vacuo. The product was purified with flash silica chroma... Starting materials: C(C)(C)(C)OC(=O)NCC1CCNCC1 (4-(tert-butoxycarbonylaminomethyl)piperidine), C1OC(C(CBr)OC1)C1=CC=C(C=C1)OC (3-ethylenedioxy-3-(4-methoxyphenyl)propyl bromide), C([O-])([O-])=O.[K+].[K+] (potassium carbonate). Solvent: C1(=CC=CC=C1)C (toluene). Conditions: temperature 80 celsius, time 16.5 hour. Product: C1OC(C(CN2CCC(CC2)CNC(=O)OC(C)(C)C)OC1)C1=CC=C(C=C1)OC (1-(3-ethylenedioxy-3-(4-methoxyphenyl)propyl)-4-(tert-butoxycarbonylaminomethyl)piperidine). The yield is 77.2%. Reaction SMILES: [C:1]([O:5][C:6]([NH:8][CH2:9][CH:10]1[CH2:15][CH2:14][NH:13][CH2:12][CH2:11]1)=[O:7])([CH3:4])([CH3:3])[CH3:2].[CH2:16]1[CH2:23][O:22][CH:19]([CH2:20]Br)[CH:18]([C:24]2[CH:29]=[CH:28][C:27]([O:30][CH3:31])=[CH:26][CH:25]=2)[O:17]1.C(=O)([O-])[O-].[K+].[K+]>C1(C)C=CC=CC=1>[CH2:16]1[CH2:23][O:22][CH:19]([CH2:20][N:13]2[CH2:12][CH2:11][CH:10]([CH2:9][NH:8][C:6]([O:5][C:1]([CH3:4])([CH3:2])[CH3:3])=[O:7])[CH2:15][CH2:14]2)[CH:18]([C:24]2[CH:29]=[CH:28][C:27]([O:30][CH3:31])=[CH:26][CH:25]=2)[O:17]1 |f:2.3.4|. Procedure: To a solution of 4-(tert-butoxycarbonylaminomethyl)piperidine (9.70 g) in toluene (160 ml) were added 3-ethylenedioxy-3-(4-methoxyphenyl)propyl bromide (13.0 g) and potassium carbonate (18.8 g), and the resulting mixture was stirred at 80° C. for 16.5 hr. The solvent was evaporated under reduced pressure, and the residue was purified by silica gel chromatography (chloroform:methanol=20:1) to give 14.7 g of 1-(3-ethylenedioxy-3-(4-methoxyphenyl)propyl)-4-(tert-butoxycarbonylaminomethyl)piperidine...